Task: describe an organic reaction: reactants, conditions, products, and yield. Dataset: the Open Reaction Database (ORD), a public repository of structured organic reaction records Reaction SMILES: [CH:1]([C:3]1[S:11][C:10]2[C:9](=[O:12])[C:8]([C:13]([O:15][CH2:16][CH3:17])=[O:14])=[CH:7][NH:6][C:5]=2[CH:4]=1)=[O:2].C(O)(=O)C.C(O[BH-](OC(=O)C)OC(=O)C)(=O)C.[Na+].C(=O)(O)[O-].[Na+]>ClCCCl.C(Cl)Cl>[OH:2][CH2:1][C:3]1[S:11][C:10]2[C:9](=[O:12])[C:8]([C:13]([O:15][CH2:16][CH3:17])=[O:14])=[CH:7][NH:6][C:5]=2[CH:4]=1 |f:2.3,4.5|. The solvent is C(Cl)Cl (methylene chloride), ClCCCl (1,2-dichloroethane). Reactants: C([O-])(O)=O.[Na+] (sodium bicarbonate), C(=O)C1=CC=2NC=C(C(C2S1)=O)C(=O)OCC (ethyl 2-formyl-7-oxo-4,7-dihydrothieno[3,2-b]pyridine-6-carboxylate), C(C)(=O)O (acetic acid), C(C)(=O)O[BH-](OC(C)=O)OC(C)=O.[Na+] (sodium triacetoxyborohydride). The product is OCC1=CC=2NC=C(C(C2S1)=O)C(=O)OCC (Ethyl 2-(hydroxymethyl)-7-oxo-4,7-dihydrothieno[3,2-b]pyridine-6-carboxylate). Run at temperature 0 celsius, time 24 hour. Yield: 76.8%. Reported procedure: To a 0° C. mixture of ethyl 2-formyl-7-oxo-4,7-dihydrothieno[3,2-b]pyridine-6-carboxylate (Preparation 6, 0.628 g, 2.5 mmol) and acetic acid (0.71 mL, 12.5 mmol) in 1,2-dichloroethane (23 mL) was added sodium triacetoxyborohydride (1.06 g, 5.0 mmol). The mixture was stirred at 0° C. for 5 minutes and at room temperature for 24 hrs. A saturated solution of sodium bicarbonate (25 mL) and methylene chloride (25 mL) were added. After stirring vigorously for 5 minutes, the mixture was filtered. The c... Reactants: S1C(=NC=C1)C=1C=C(C=CC1)N1C=NC2=C1C=CC(=C2)CN (C-[1-(3-thiazol-2-yl-phenyl)-1H-benzoimidazol-5-yl]-methylamine), C(C)(=O)OC(C)=O (acetic anhydride). The solvent is ClCCl (dichloromethane). Conditions: time 30 minute. Yields the product S1C(=NC=C1)C=1C=C(C=CC1)N1C=NC2=C1C=CC(=C2)CNC(C)=O (N-[1-(3-Thiazol-2-yl-phenyl)-1H-benzoimidazol-5-ylmethyl]-acetamide). Isolated yield 64.9%. Reaction SMILES: [S:1]1[CH:5]=[CH:4][N:3]=[C:2]1[C:6]1[CH:7]=[C:8]([N:12]2[C:16]3[CH:17]=[CH:18][C:19]([CH2:21][NH2:22])=[CH:20][C:15]=3[N:14]=[CH:13]2)[CH:9]=[CH:10][CH:11]=1.[C:23](OC(=O)C)(=[O:25])[CH3:24]>ClCCl>[S:1]1[CH:5]=[CH:4][N:3]=[C:2]1[C:6]1[CH:7]=[C:8]([N:12]2[C:16]3[CH:17]=[CH:18][C:19]([CH2:21][NH:22][C:23](=[O:25])[CH3:24])=[CH:20][C:15]=3[N:14]=[CH:13]2)[CH:9]=[CH:10][CH:11]=1. Reported procedure: To a suspension of C-[1-(3-thiazol-2-yl-phenyl)-1H-benzoimidazol-5-yl]-methylamine (0.70 g, 2.3 mmol) in dichloromethane (30 ml) was added acetic anhydride (2.4 ml, 2.5 mmol) dropwise with stirring. After the addition, stirring was continued for 30 min and the reaction mixture was washed twice with saturated, aqueous sodium bicarbonate and once with water. The organic phase was dried over sodium sulfate and concentrated in vacuo. The concentrate was purified by column chromatography on silica ge... The solvent is O (water), O1CCCC1 (tetrahydrofuran), CCCCCC (hexane). Conditions: time 5 minute. The reactants are C(C)(C)(C)N=C=O (t-butyl isocyanate), COC=1C=CC2=C(C1)C=1C(N(CCC1)C)CO2 (9-methoxy-4-methyl-2,3,4a,5-tetrahydro-4H-[1]-benzopyrano[3,4-b]pyridine), C(CCC)[Li] (butyllithium). Yields the product C(C)(C)(C)NC(=O)[C@@H]1C=C2[C@H](N(C1)C)COC1=C2C=C(C=C1)OC (cis-2-(N-t-butylcarbamoyl)-9-methoxy-4-methyl-2,3,4a,5-tetrahydro-4H-[1]-benzopyrano[3,4-b]pyridine). RXN SMILES: [CH3:1][O:2][C:3]1[CH:4]=[CH:5][C:6]2[O:17][CH2:16][CH:10]3[N:11]([CH3:15])[CH2:12][CH2:13][CH:14]=[C:9]3[C:7]=2[CH:8]=1.C([Li])CCC.[C:23]([N:27]=[C:28]=[O:29])([CH3:26])([CH3:25])[CH3:24]>O1CCCC1.CCCCCC.O>[C:23]([NH:27][C:28]([C@H:13]1[CH2:12][N:11]([CH3:15])[C@@H:10]2[CH2:16][O:17][C:6]3[CH:5]=[CH:4][C:3]([O:2][CH3:1])=[CH:8][C:7]=3[C:9]2=[CH:14]1)=[O:29])([CH3:26])([CH3:25])[CH3:24]. Procedure details: To a well stirred solution of 1.16 g of 9-methoxy-4-methyl-2,3,4a,5-tetrahydro-4H-[1]-benzopyrano[3,4-b]pyridine in 15 ml of tetrahydrofuran is added 3.4 ml of 1.5M butyllithium in hexane at 0°. After 5 minutes at 0°, the reaction mixture is cooled to -70° and 0.6 ml of t-butyl isocyanate is added. After warming to room temperature the reaction mixture is diluted with water and the products extracted with ether. After drying over magnesium sulfate, the solvent is removed in vacuo and the residue... Reactants: FC1=CC(=CC=C1)F (1,3-difluorobenzene), [N+](=O)([O-])C1=C(C=O)C=CC=C1OC (2-nitro-3-methoxybenzaldehyde), [Cl-].[NH4+] (ammonium chloride), solution, C(CCC)[Li] (n-butyllithium). Run in O1CCCC1 (tetrahydrofuran), O1CCCC1 (tetrahydrofuran), C(C)OCC (diethyl ether), CCCCCC (hexane). Run at temperature -70 celsius, time 1 hour. The product is FC1=C(C(=CC=C1)F)C(O)C1=C(C(=CC=C1)OC)[N+](=O)[O-] ((2,6-Difluorophenyl)(3-methoxy-2-nitrophenyl)methanol). As a reaction SMILES: C([Li])CCC.[F:6][C:7]1[CH:12]=[CH:11][CH:10]=[C:9]([F:13])[CH:8]=1.[N+:14]([C:17]1[C:24]([O:25][CH3:26])=[CH:23][CH:22]=[CH:21][C:18]=1[CH:19]=[O:20])([O-:16])=[O:15].[Cl-].[NH4+]>CCCCCC.O1CCCC1.C(OCC)C>[F:6][C:7]1[CH:12]=[CH:11][CH:10]=[C:9]([F:13])[C:8]=1[CH:19]([C:18]1[CH:21]=[CH:22][CH:23]=[C:24]([O:25][CH3:26])[C:17]=1[N+:14]([O-:16])=[O:15])[OH:20] |f:3.4|. Procedure details: 77.5 ml of a 1.6M solution of n-butyllithium (1.5 eq.) in hexane are added dropwise in order to maintain a temperature of less than or equal to −70° C. to a solution of 12.3 ml of 1,3-difluorobenzene (1.5 eq.) in 150 ml of tetrahydrofuran over 1 hour. After an additional 1 hour at −70° C., a solution of 15 g of 2-nitro-3-methoxybenzaldehyde in tetrahydrofuran is added over 1 hour still at −70° C. The reaction medium is stirred for 4 hours at −70° C. and then brought to a temperature of −5° C. ov... The reactants are CN1N=C2C=C(C=CC2=C1)NC(=O)C1=C(C=CC=C1)NCC1=CC(=NC=C1)NC(=O)N1CCC(CC1)=O (4-oxo-piperidine-1-carboxylic acid (4-{[2-(2-methyl-2H-indazol-6-ylcarbamoyl)-phenylamino]-methyl}-pyridin-2-yl)-amide), C[Li] (methyllithium). The solvent is C1CCOC1 (THF). Conditions: temperature -78 celsius, time 30 minute. Yields the product CN1N=C2C=C(C=CC2=C1)NC(=O)C1=C(C=CC=C1)NCC1=CC(=NC=C1)NC(=O)N1CCC(CC1)(C)O (4-hydroxy-4-methyl-piperidine-1-carboxylic acid (4-{[2-(2-methyl-2H-indazol-6-ylcarbamoyl)-phenylamino]-methyl}-pyridin-2-yl)-amide). Yield: 23.4%. Reaction SMILES: [CH3:1][N:2]1[CH:10]=[C:9]2[C:4]([CH:5]=[C:6]([NH:11][C:12]([C:14]3[CH:19]=[CH:18][CH:17]=[CH:16][C:15]=3[NH:20][CH2:21][C:22]3[CH:27]=[CH:26][N:25]=[C:24]([NH:28][C:29]([N:31]4[CH2:36][CH2:35][C:34](=[O:37])[CH2:33][CH2:32]4)=[O:30])[CH:23]=3)=[O:13])[CH:7]=[CH:8]2)=[N:3]1.[CH3:38][Li]>C1COCC1>[CH3:1][N:2]1[CH:10]=[C:9]2[C:4]([CH:5]=[C:6]([NH:11][C:12]([C:14]3[CH:19]=[CH:18][CH:17]=[CH:16][C:15]=3[NH:20][CH2:21][C:22]3[CH:27]=[CH:26][N:25]=[C:24]([NH:28][C:29]([N:31]4[CH2:32][CH2:33][C:34]([OH:37])([CH3:38])[CH2:35][CH2:36]4)=[O:30])[CH:23]=3)=[O:13])[CH:7]=[CH:8]2)=[N:3]1. Reported procedure: 4-oxo-piperidine-1-carboxylic acid (4-{[2-(2-methyl-2H-indazol-6-ylcarbamoyl)-phenylamino]-methyl}-pyridin-2-yl)-amide (50 mg, 0.1 mmol) in dry THF under argon, at −78° C. was treated dropwise with methyllithium (1.5M in diethylether, 0.2 mL, 0.3 mmol). The reaction was stirred for 30 minutes at −78° C. before warming to rt. The reaction was stirred overnight before partitioning between EtOAc and saturated aqueous ammonium chloride solution. The organic phase was washed with brine, dried, filter... The reactants are CC(C)O, Cc1c(F)cc(C(=O)NC2CC2)cc1B(O)O, CC(NC(=O)c1ccc(Cl)nc1)C(C)(C)C, c1ccc(P(c2ccccc2)(c2ccccc2)[Pd](P(c2ccccc2)(c2ccccc2)c2ccccc2)(P(c2ccccc2)(c2ccccc2)c2ccccc2)P(c2ccccc2)(c2ccccc2)c2ccccc2)cc1. Yields the product Cc1c(F)cc(C(=O)NC2CC2)cc1-c1ccc(C(=O)NC(C)C(C)(C)C)cn1. Reaction SMILES: [CH3:34][CH:35]([OH:36])[CH3:37].[CH:17]1([NH:20][C:21](=[O:22])[c:23]2[cH:24][c:25]([F:33])[c:26]([CH3:32])[c:27]([B:29]([OH:30])[OH:31])[cH:28]2)[CH2:18][CH2:19]1.[Cl:1][c:2]1[n:3][cH:4][c:5]([C:6](=[O:7])[NH:8][CH:9]([CH3:10])[C:11]([CH3:12])([CH3:13])[CH3:14])[cH:15][cH:16]1.[cH:38]1[cH:39][cH:40][c:41]([P:42]([Pd:43]([P:44]([c:45]2[cH:46][cH:47][cH:48][cH:49][cH:50]2)([c:51]2[cH:52][cH:53][cH:54][cH:55][cH:56]2)[c:57]2[cH:58][cH:59][cH:60][cH:61][cH:62]2)([P:63]([c:64]2[cH:65][cH:66][cH:67][cH:68][cH:69]2)([c:70]2[cH:71][cH:72][cH:73][cH:74][cH:75]2)[c:76]2[cH:77][cH:78][cH:79][cH:80][cH:81]2)[P:82]([c:83]2[cH:84][cH:85][cH:86][cH:87][cH:88]2)([c:89]2[cH:90][cH:91][cH:92][cH:93][cH:94]2)[c:95]2[cH:96][cH:97][cH:98][cH:99][cH:100]2)([c:101]2[cH:102][cH:103][cH:104][cH:105][cH:106]2)[c:107]2[cH:108][cH:109][cH:110][cH:111][cH:112]2)[cH:113][cH:114]1>>[c:2]1(-[c:27]2[c:26]([CH3:32])[c:25]([F:33])[cH:24][c:23]([C:21]([NH:20][CH:17]3[CH2:18][CH2:19]3)=[O:22])[cH:28]2)[n:3][cH:4][c:5]([C:6](=[O:7])[NH:8][CH:9]([CH3:10])[C:11]([CH3:12])([CH3:13])[CH3:14])[cH:15][cH:16]1. Reactants: BrC=1C=NC=C(C1Cl)[N+](=O)[O-] (3-Bromo-4-chloro-5-nitro-pyridine), C1(CC1)N (cyclopropylamine). Run in ClCCl (dichloromethane). Run at time 8 hour. The product is BrC=1C=NC=C(C1NC1CC1)[N+](=O)[O-] ((3-Bromo-5-nitro-pyridin-4-yl)-cyclopropyl-amine). As a reaction SMILES: [Br:1][C:2]1[CH:3]=[N:4][CH:5]=[C:6]([N+:9]([O-:11])=[O:10])[C:7]=1Cl.[CH:12]1([NH2:15])[CH2:14][CH2:13]1>ClCCl>[Br:1][C:2]1[CH:3]=[N:4][CH:5]=[C:6]([N+:9]([O-:11])=[O:10])[C:7]=1[NH:15][CH:12]1[CH2:14][CH2:13]1. Procedure: To a solution of the product of Step 2 (8.01 g, ca. 30 mmol) in dichloromethane (100 ml) at 0° C. was added cyclopropylamine (4.16 ml, 60 mmol) drop-wise. The resulting mixture was stirred overnight at room temperature, then concentrated under vacuum to a residue and re-dissolved in ethyl acetate, basifying with sodium bicarbonate. The organic phase was washed with water three times, followed by twice with brine before concentrating under vacuum to a crude solid. This oil was purified by column ...